This data is from the Open Reaction Database (ORD), a public repository of structured organic reaction records. The task is: describe an organic reaction: reactants, conditions, products, and yield Reactants: C, CC(C)O, [H][H], COC(=O)C=Cc1cccc(CO)n1, [Pd]. Product: COC(=O)CCc1cccc(CO)n1. Reaction SMILES: [C:21].[CH:17]([OH:18])([CH3:19])[CH3:20].[H:15][H:16].[OH:1][CH2:2][c:3]1[cH:4][cH:5][cH:6][c:7]([CH:9]=[CH:10][C:11](=[O:12])[O:13][CH3:14])[n:8]1.[Pd:22]>>[OH:1][CH2:2][c:3]1[cH:4][cH:5][cH:6][c:7]([CH2:9][CH2:10][C:11](=[O:12])[O:13][CH3:14])[n:8]1. Reactants: C(C)(C)C1=NC=2C(NC3=C(NC2S1)C=CC=C3)=S (2-isopropyl-4,9-dihydro-3-thia-1,4,9-triaza-benzo[f]azulene-10-thione), COCC[C@@H]1NCCNC1 ((S)-2-(2-methoxyethyl)piperazine), COS(=O)(=O)C(F)(F)F (trifluoromethanesulfonic acid methyl ester). Run in ClCCl (dichloromethane), N1=CC=CC=C1 (pyridine). Conditions: time 2 hour. Product: COCC[C@H]1CN(CCN1)C1=NC2=C(NC=3SC(=NC13)C(C)C)C=CC=C2 ((S)-10-[3-(2-Methoxyethyl)piperazin-1-yl]-2-isopropyl-4H-3-thia-1,4,9-triazabenzo[f]azulene). Yield: 57.7%. RXN SMILES: [CH:1]([C:4]1[S:13][C:12]2[NH:11][C:10]3[CH:14]=[CH:15][CH:16]=[CH:17][C:9]=3[NH:8][C:7](=S)[C:6]=2[N:5]=1)([CH3:3])[CH3:2].COS(C(F)(F)F)(=O)=O.[CH3:28][O:29][CH2:30][CH2:31][C@H:32]1[CH2:37][NH:36][CH2:35][CH2:34][NH:33]1>ClCCl.N1C=CC=CC=1>[CH3:28][O:29][CH2:30][CH2:31][C@@H:32]1[NH:33][CH2:34][CH2:35][N:36]([C:7]2[C:6]3[N:5]=[C:4]([CH:1]([CH3:3])[CH3:2])[S:13][C:12]=3[NH:11][C:10]3[CH:14]=[CH:15][CH:16]=[CH:17][C:9]=3[N:8]=2)[CH2:37]1. Procedure details: Combine 2-isopropyl-4,9-dihydro-3-thia-1,4,9-triaza-benzo[f]azulene-10-thione (2.61 g, 9.48 mmoles) with trifluoromethanesulfonic acid methyl ester (1.61 mL, 14.2 mmoles) in dichloromethane (20 mL). Stir at room temperature for 2 h, then remove solvent in vacuo. Suspend residue in pyridine (20 mL) and add (S)-2-(2-methoxyethyl)piperazine (1.37 g, 9.48 mmoles). Heat at 115° C. for 8 h, then remove solvent in vacuo and apply residue to silica gel column. Elute column with dichloromethane followed ... RXN SMILES: [Cl:1][C:2]1[CH:3]=[C:4]([C@@H:8]2[C@@H:13]([C:14]3[CH:19]=[CH:18][C:17]([Cl:20])=[CH:16][CH:15]=3)[N:12]([C@@H:21]([CH2:29][CH3:30])/[CH:22]=[CH:23]/[S:24]([CH2:27][CH3:28])(=[O:26])=[O:25])[C:11](=[O:31])[C@:10]([CH2:33][CH:34]3[CH2:38][O:37][C:36]([CH3:40])([CH3:39])[O:35]3)([CH3:32])[CH2:9]2)[CH:5]=[CH:6][CH:7]=1>ClCCCl.C1CCC(P(C2CCCCC2)C2CCCCC2)CC1.C1CC=CCCC=C1.C1C=CN=CC=1.F[P-](F)(F)(F)(F)F.[Ir]>[Cl:1][C:2]1[CH:3]=[C:4]([C@@H:8]2[C@@H:13]([C:14]3[CH:15]=[CH:16][C:17]([Cl:20])=[CH:18][CH:19]=3)[N:12]([C@@H:21]([CH2:29][CH3:30])[CH2:22][CH2:23][S:24]([CH2:27][CH3:28])(=[O:25])=[O:26])[C:11](=[O:31])[C@:10]([CH2:33][CH:34]3[CH2:38][O:37][C:36]([CH3:40])([CH3:39])[O:35]3)([CH3:32])[CH2:9]2)[CH:5]=[CH:6][CH:7]=1 |f:2.3.4.5.6|. Product: ClC=1C=C(C=CC1)[C@H]1C[C@](C(N([C@@H]1C1=CC=C(C=C1)Cl)[C@H](CCS(=O)(=O)CC)CC)=O)(C)CC1OC(OC1)(C)C ((3R,5R,6S)-5-(3-chlorophenyl)-6-(4-chlorophenyl)-3-((2,2-dimethyl-1,3-dioxolan-4-yl)methyl)-1-((S)-1-(ethylsulfonyl)pentan-3-yl)-3-methylpiperidin-2-one). Starting materials: ClC=1C=C(C=CC1)[C@H]1C[C@](C(N([C@@H]1C1=CC=C(C=C1)Cl)[C@H](/C=C/S(=O)(=O)CC)CC)=O)(C)CC1OC(OC1)(C)C ((3R,5R,6S)-5-(3-chlorophenyl)-6-(4-chlorophenyl)-3-((2,2-dimethyl-1,3-dioxolan-4-yl)methyl)-1-((S,E)-1-(ethylsulfonyl)pent-1-en-3-yl)-3-methylpiperidin-2-one). The solvent is ClCCCl (1,2-dichloroethane). Reaction conditions: temperature 25 celsius, time 24 hour. Procedure details: To a solution of (3R,5R,6S)-5-(3-chlorophenyl)-6-(4-chlorophenyl)-3-((2,2-dimethyl-1,3-dioxolan-4-yl)methyl)-1-((S,E)-1-(ethylsulfonyl)pent-1-en-3-yl)-3-methylpiperidin-2-one (65.0 mg, 0.107 mmol; Example 205, Step B) in 1,2-dichloroethane (1.07 mL) at 25° C. was added Crabtree's catalyst (7.74 mg, 9.61 μmol). The reaction system (a hydrogenation bomb) was flushed with hydrogen gas 3×, pressurized with hydrogen at 3447.38 kilopascal, and the reaction was stirred at 25° C. for 24 hours. The react... Reagents/catalysts: C1CCC(CC1)P(C2CCCCC2)C3CCCCC3.C1/C=C\CC/C=C\C1.C1=CC=NC=C1.F[P-](F)(F)(F)(F)F.[Ir] (Crabtree's catalyst). Procedure details: A suspension of 2-chloro-6,7-difluoroquinoline-3-carboxylic acid (14.13 g) in thionyl chloride (29 cc) and trichloromethane (220 cc) is heated to a temperature in the region of 60° C. for 4 hours. The solution obtained is concentrated to dryness under reduced pressure (20 kPa) at approximately 60° C. The residue obtained is taken up with n-hexene (75 cc), drained and washed with the same solvent (2×60 cc). The yellow solid obtained (14.4 g) is dissolved in tetrahydrofuran (115 cc). This solution... The reactants are C=CCCCC (n-hexene), S(O)(O)(=O)=O (sulphuric acid), ClC1=NC2=CC(=C(C=C2C=C1C(=O)O)F)F (2-chloro-6,7-difluoroquinoline-3-carboxylic acid), [Mg] (magnesium), C(CC(=O)[O-])(=O)OCC (ethyl monomalonate), C(C)(C)OC(C)C (isopropyl ether). Solvent: CCCCCC (n-hexane), O1CCCC1 (tetrahydrofuran), S(=O)(Cl)Cl (thionyl chloride), ClC(Cl)Cl (trichloromethane), O1CCCC1 (tetrahydrofuran). Reaction conditions: temperature 60 celsius, time 2 hour. RXN SMILES: [Cl:1][C:2]1[C:11]([C:12]([OH:14])=O)=[CH:10][C:9]2[C:4](=[CH:5][C:6]([F:16])=[C:7]([F:15])[CH:8]=2)[N:3]=1.C=CCCCC.[Mg].[C:24]([O:30][CH2:31][CH3:32])(=[O:29])[CH2:25]C([O-])=O.S(=O)(=O)(O)O.C(OC(C)C)(C)C>S(Cl)(Cl)=O.ClC(Cl)Cl.O1CCCC1.CCCCCC>[Cl:1][C:2]1[C:11]([C:12](=[O:14])[CH2:25][C:24]([O:30][CH2:31][CH3:32])=[O:29])=[CH:10][C:9]2[C:4](=[CH:5][C:6]([F:16])=[C:7]([F:15])[CH:8]=2)[N:3]=1. The product is ClC1=NC2=CC(=C(C=C2C=C1C(CC(=O)OCC)=O)F)F (Ethyl 3-(2-chloro-6,7-difluoro-3-quinolyl)-3-oxo-propionate). Starting materials: BrC(Br)Br (tribromomethane), ClC1=CC=C(NCC2=CC=C(C=C2)O)C=C1 (4-(4-chloroanilinomethyl)phenol), C(C)C(=O)C (methyl ethyl ketone), [OH-].[K+] (potassium hydroxide), O1CCOCC1 (dioxane). The product is ClC1=CC=C(NCC2=CC=C(OC(C(=O)O)(CC)C)C=C2)C=C1 (2-{4-(4-chloroanilinomethyl)phenoxy}-2-methylbutyric acid). Reaction SMILES: BrC(Br)Br.[Cl:5][C:6]1[CH:20]=[CH:19][C:9]([NH:10][CH2:11][C:12]2[CH:17]=[CH:16][C:15]([OH:18])=[CH:14][CH:13]=2)=[CH:8][CH:7]=1.[CH2:21]([C:23](C)=[O:24])[CH3:22].[OH-:26].[K+].O1CCO[CH2:30][CH2:29]1>>[Cl:5][C:6]1[CH:7]=[CH:8][C:9]([NH:10][CH2:11][C:12]2[CH:17]=[CH:16][C:15]([O:18][C:21]([CH3:22])([CH2:29][CH3:30])[C:23]([OH:24])=[O:26])=[CH:14][CH:13]=2)=[CH:19][CH:20]=1 |f:3.4|. Procedure details: At room temperature, 18.6 g of tribromomethane is added dropwise to a solution of 10 g of 4-(4-chloroanilinomethyl)phenol, 50 ml of methyl ethyl ketone, 13.8 g of powdery potassium hydroxide in 100 ml of dioxane. The mixture is refluxed under heating for 5 hours and then distilled under reduced pressure to remove the solvent, and water is added to the residue. The solution is washed with ether, thereafter adjusted to pH 4 with 10% hydrochloric acid and extracted with ethyl acetate. The extract i... Reactants: C(C1=CC=CC=C1)N1CC(OC2=C(C1=O)C=CC=C2)CCCl (4-benzyl-2-(2-chloroethyl)-2,3-dihydro-1,4-benzoxazepin-5(4H)-one), CNC (dimethylamine). The product is O.C(C1=CC=CC=C1)N1CC(OC2=C(C1=O)C=CC=C2)CCN(C)C (4-Benzyl-2-[2-(dimethylamino)ethyl]-2,3-dihydro-1,4-benzoxazepin-5(4H)-one monohydrate). As a reaction SMILES: [CH2:1]([N:8]1[C:14](=[O:15])[C:13]2[CH:16]=[CH:17][CH:18]=[CH:19][C:12]=2[O:11][CH:10]([CH2:20][CH2:21]Cl)[CH2:9]1)[C:2]1[CH:7]=[CH:6][CH:5]=[CH:4][CH:3]=1.[CH3:23][NH:24][CH3:25]>>[OH2:11].[CH2:1]([N:8]1[C:14](=[O:15])[C:13]2[CH:16]=[CH:17][CH:18]=[CH:19][C:12]=2[O:11][CH:10]([CH2:20][CH2:21][N:24]([CH3:25])[CH3:23])[CH2:9]1)[C:2]1[CH:7]=[CH:6][CH:5]=[CH:4][CH:3]=1 |f:2.3|. Reported procedure: Following the procedure of Example 1, 4-benzyl-2-(2-chloroethyl)-2,3-dihydro-1,4-benzoxazepin-5(4H)-one and dimethylamine were reacted and the free base of the title compound was obtained in the concentrated residue. Recrystallization from ethanol-water gave the product, m.p. 75°-77° C. Starting materials: NCCCCCCCCCCCCN (dodecamethylene diamine), C1=C(C=CC2=CC=C(C=C12)C(=O)O)C(=O)O (naphthalene-2,7-dicarboxylic acid), CO (methanol). The solvent is O (water). The product is C1=C(C=CC2=CC=C(C=C12)C(=O)[O-])C(=O)[O-].[NH3+]CCCCCCCCCCCC[NH3+] (dodecamethylene diammonium naphthalene-2,7-dicarboxylate). RXN SMILES: [NH2:1][CH2:2][CH2:3][CH2:4][CH2:5][CH2:6][CH2:7][CH2:8][CH2:9][CH2:10][CH2:11][CH2:12][CH2:13][NH2:14].[CH:15]1[C:24]2[C:19](=[CH:20][CH:21]=[C:22]([C:25]([OH:27])=[O:26])[CH:23]=2)[CH:18]=[CH:17][C:16]=1[C:28]([OH:30])=[O:29].CO>O>[CH:15]1[C:24]2[C:19](=[CH:20][CH:21]=[C:22]([C:25]([O-:27])=[O:26])[CH:23]=2)[CH:18]=[CH:17][C:16]=1[C:28]([O-:30])=[O:29].[NH3+:1][CH2:2][CH2:3][CH2:4][CH2:5][CH2:6][CH2:7][CH2:8][CH2:9][CH2:10][CH2:11][CH2:12][CH2:13][NH3+:14] |f:4.5|. Procedure details: Equimolar proportions of dodecamethylene diamine and naphthalene-2,7-dicarboxylic acid were dissolved in water, and then methanol was poured into the solution to form dodecamethylene diammonium naphthalene-2,7-dicarboxylate (12-N salt). The procedure of Examples 1 to 3 was repeated except that the 12-N salt was used instead of the 6-N salt, and hexamethylene diammonium monomethylterephthalate isophthalate (6-MTIA salt) was used instead of the 6-I salt. The properties of the resulting polyamides ...